This data is from the Open Reaction Database (ORD), a public repository of structured organic reaction records. The task is: describe an organic reaction: reactants, conditions, products, and yield Reactants: COC1=CC=C(C=C1)C(C1=CC=CC=C1)(C1=CC=C(C=C1)OC)NC=1COC(C([C@@](N1)(C)C1=C(C=CC(=C1)B1OCC(CO1)(C)C)F)(F)F)(C)C ([bis-(4-methoxy-phenyl)-phenyl-methyl]-{(R)-5-[5-(5,5-dimethyl-[1,3,2]dioxaborinan-2-yl)-2-fluoro-phenyl]-6,6-difluoro-5,7,7-trimethyl-2,5,6,7-tetrahydro-[1,4]oxazepin-3-yl}-amine), BrC=1N=CN(C1)C1=NC=CC=C1 (2-(4-bromo-1H-imidazol-1-yl)pyridine). The product is COC1=CC=C(C=C1)C(C1=CC=CC=C1)(C1=CC=C(C=C1)OC)NC=1COC(C([C@@](N1)(C)C1=C(C=CC(=C1)C=1N=CN(C1)C1=NC=CC=C1)F)(F)F)(C)C ([bis-(4-methoxy-phenyl)-phenyl-methyl]-{(R)-6,6-difluoro-5-[2-fluoro-5-(1-pyridin-2-yl-1H-imidazol-4-yl)-phenyl]-5,7,7-trimethyl-2,5,6,7-tetrahydro-[1,4]oxazepin-3-yl}-amine). The yield is 25.0%. RXN SMILES: [CH3:1][O:2][C:3]1[CH:8]=[CH:7][C:6]([C:9]([NH:24][C:25]2[CH2:26][O:27][C:28]([CH3:51])([CH3:50])[C:29]([F:49])([F:48])[C@:30]([C:33]3[CH:38]=[C:37](B4OCC(C)(C)CO4)[CH:36]=[CH:35][C:34]=3[F:47])([CH3:32])[N:31]=2)([C:16]2[CH:21]=[CH:20][C:19]([O:22][CH3:23])=[CH:18][CH:17]=2)[C:10]2[CH:15]=[CH:14][CH:13]=[CH:12][CH:11]=2)=[CH:5][CH:4]=1.Br[C:53]1[N:54]=[CH:55][N:56]([C:58]2[CH:63]=[CH:62][CH:61]=[CH:60][N:59]=2)[CH:57]=1>>[CH3:1][O:2][C:3]1[CH:4]=[CH:5][C:6]([C:9]([NH:24][C:25]2[CH2:26][O:27][C:28]([CH3:51])([CH3:50])[C:29]([F:48])([F:49])[C@:30]([C:33]3[CH:38]=[C:37]([C:53]4[N:54]=[CH:55][N:56]([C:58]5[CH:63]=[CH:62][CH:61]=[CH:60][N:59]=5)[CH:57]=4)[CH:36]=[CH:35][C:34]=3[F:47])([CH3:32])[N:31]=2)([C:16]2[CH:17]=[CH:18][C:19]([O:22][CH3:23])=[CH:20][CH:21]=2)[C:10]2[CH:11]=[CH:12][CH:13]=[CH:14][CH:15]=2)=[CH:7][CH:8]=1. Reported procedure: Reaction of [bis-(4-methoxy-phenyl)-phenyl-methyl]-{(R)-5-[5-(5,5-dimethyl-[1,3,2]dioxaborinan-2-yl)-2-fluoro-phenyl]-6,6-difluoro-5,7,7-trimethyl-2,5,6,7-tetrahydro-[1,4]oxazepin-3-yl}-amine (intermediate B10.1) (300 mg, 380 μmol) with 2-(4-bromo-1H-imidazol-1-yl)pyridine [CAS 556775-77-0; J. Med. Chem. 47(19), 4645 (2004)) (111 mg, 494 μmol) yielded the [bis-(4-methoxy-phenyl)-phenyl-methyl]-{(R)-6,6-difluoro-5-[2-fluoro-5-(1-pyridin-2-yl-1H-imidazol-4-yl)-phenyl]-5,7,7-trimethyl-2,5,6,7-tetra... The reactants are CN1C(C(=O)OCc2ccccc2)=C(O)c2c(c3ccccc3n2C)S1(=O)=O, Cc1csc(N)n1, Cc1ccccc1C. Product: Cc1csc(NC(=O)C2=C(O)c3c(c4ccccc4n3C)S(=O)(=O)N2C)n1. Reaction SMILES: [CH3:1][N:2]1[S:3](=[O:27])(=[O:28])[c:4]2[c:5]([n:6]([CH3:13])[c:7]3[cH:8][cH:9][cH:10][cH:11][c:12]23)[C:14]([OH:26])=[C:15]1[C:16](=[O:17])[O:18][CH2:19][c:20]1[cH:21][cH:22][cH:23][cH:24][cH:25]1.[NH2:29][c:30]1[s:31][cH:32][c:33]([CH3:35])[n:34]1.[c:36]1([CH3:37])[c:38]([CH3:39])[cH:40][cH:41][cH:42][cH:43]1>>[CH3:1][N:2]1[S:3](=[O:27])(=[O:28])[c:4]2[c:5]([n:6]([CH3:13])[c:7]3[cH:8][cH:9][cH:10][cH:11][c:12]23)[C:14]([OH:26])=[C:15]1[C:16](=[O:17])[NH:29][c:30]1[s:31][cH:32][c:33]([CH3:35])[n:34]1. The reactants are FC1=CC=C(CN)C=C1 (4-fluorobenzylamine), ClC=1C2=C(N=C(N1)C1=NC=CN=C1)SC(=C2)C (4-chloro-2-(pyrazin-2-yl)-6-methyl-thieno-[2,3-d]-pyrimidine). Yields the product N1=C(C=NC=C1)C=1N=C(C2=C(N1)SC(=C2)C)NCC2=CC=C(C=C2)F (2-(pyrazin-2-yl)-4-(4-fluorobenzylamino)-6-methyl-thieno-[2,3-d]-pyrimidine). Reaction SMILES: [F:1][C:2]1[CH:9]=[CH:8][C:5]([CH2:6][NH2:7])=[CH:4][CH:3]=1.Cl[C:11]1[C:12]2[CH:25]=[C:24]([CH3:26])[S:23][C:13]=2[N:14]=[C:15]([C:17]2[CH:22]=[N:21][CH:20]=[CH:19][N:18]=2)[N:16]=1>>[N:18]1[CH:19]=[CH:20][N:21]=[CH:22][C:17]=1[C:15]1[N:16]=[C:11]([NH:7][CH2:6][C:5]2[CH:8]=[CH:9][C:2]([F:1])=[CH:3][CH:4]=2)[C:12]2[CH:25]=[C:24]([CH3:26])[S:23][C:13]=2[N:14]=1. Procedure details: With the procedure of Example 1, the reaction of 4-fluorobenzylamine with 4-chloro-2-(pyrazin-2-yl)-6-methyl-thieno-[2,3-d]-pyrimidine yields 2-(pyrazin-2-yl)-4-(4-fluorobenzylamino)-6-methyl-thieno-[2,3-d]-pyrimidine. Reaction SMILES: [CH2:1]1[O:2][c:3]2[cH:4][c:5]([CH2:10][C:11](=[O:12])[O:13][CH3:14])[cH:6][cH:7][c:8]2[O:9]1.[Cl:15][Sn:16]([Cl:17])([Cl:18])[Cl:19].[Cl:28][CH2:29][Cl:30].[o:20]1[c:21]([C:25](=[O:26])[Cl:27])[cH:22][cH:23][cH:24]1>>[CH2:1]1[O:2][c:3]2[cH:4][c:5]([CH2:10][C:11](=[O:12])[O:13][CH3:14])[c:6]([C:25]([c:21]3[o:20][cH:24][cH:23][cH:22]3)=[O:26])[cH:7][c:8]2[O:9]1. The product is COC(=O)Cc1cc2c(cc1C(=O)c1ccco1)OCO2. Reactants: COC(=O)Cc1ccc2c(c1)OCO2, Cl[Sn](Cl)(Cl)Cl, ClCCl, O=C(Cl)c1ccco1.